The task is: describe an organic reaction: reactants, conditions, products, and yield. This data is from the Open Reaction Database (ORD), a public repository of structured organic reaction records. Reactants: O=C([O-])[O-], CI, CN(C)C=O, [K+], [K+], COC(=O)c1cc(O)cc(O)c1. The product is COC(=O)c1cc(O)cc(OC)c1. RXN SMILES: [C:15](=[O:16])([O-:17])[O-:18].[CH3:1][I:2].[CH3:21][N:22]([CH3:23])[CH:24]=[O:25].[K+:19].[K+:20].[OH:3][c:4]1[cH:5][c:6]([C:7](=[O:8])[O:9][CH3:10])[cH:11][c:12]([OH:14])[cH:13]1>>[OH:3][c:4]1[cH:5][c:6]([C:7](=[O:8])[O:9][CH3:10])[cH:11][c:12]([O:14][CH3:15])[cH:13]1. The reactants are C(CC)(=O)C=1C=C2CC(NC2=CC1)=O (5-propionyl-2-indolinone), C(C)(=O)OC(C)=O (acetic anhydride), CCOC(C1=CC=CC=C1)(OCC)OCC (triethyl orthobenzoate). Run in C(C)(=O)OCC.C1CCCCC1.CO (ethyl acetate cyclohexane methanol). Product: C(C)(=O)N1C(C(C2=CC(=CC=C12)C(CC)=O)=C(C1=CC=CC=C1)OCC)=O (1-acetyl-5-propionyl-3-(ethoxy-phenyl-methylidene)-2-indolinone). RXN SMILES: [C:1]([C:5]1[CH:6]=[C:7]2[C:11](=[CH:12][CH:13]=1)[NH:10][C:9](=[O:14])[CH2:8]2)(=[O:4])[CH2:2][CH3:3].[C:15](OC(=O)C)(=[O:17])[CH3:16].[CH3:22][CH2:23][O:24][C:25](OCC)(OCC)[C:26]1[CH:31]=[CH:30][CH:29]=[CH:28][CH:27]=1>C(OCC)(=O)C.C1CCCCC1.CO>[C:15]([N:10]1[C:11]2[C:7](=[CH:6][C:5]([C:1](=[O:4])[CH2:2][CH3:3])=[CH:13][CH:12]=2)[C:8](=[C:25]([O:24][CH2:23][CH3:22])[C:26]2[CH:31]=[CH:30][CH:29]=[CH:28][CH:27]=2)[C:9]1=[O:14])(=[O:17])[CH3:16] |f:3.4.5|. Procedure: Prepared from 5-propionyl-2-indolinone, acetic anhydride and triethyl orthobenzoate Rf=0.79 (silica gel, ethyl acetate/cyclohexane/methanol 9:9:2) Reactants: Br/C=C/c1ccc(OC)cc1, Cl[C@H](C)c1c(C)cccc1. The reagents and catalysts are [Na+].[I-], Cl[Ni]Cl.COCCOC, C1(C2(C3=N[C@H](c4ccccc4C5)[C@H]5O3)CC2)=N[C@H]6[C@H](Cc7ccccc76)O1. Run in CC(N(C)C)=O. Run at temperature 0 celsius, time 3.25 hour. Yields the product COc1ccc(/C=C/[C@H](C)c2ccccc2C)cc1. The yield is 50.0%.